This data is from the Open Reaction Database (ORD), a public repository of structured organic reaction records. The task is: describe an organic reaction: reactants, conditions, products, and yield Reactants: Cc1cc(SC(c2ccc(C(=O)O)s2)C(C)C)cc(C)c1-c1ccc(C(F)(F)F)cc1, COC(=O)CCN, CCN=C=NCCCN(C)C, CCN(C(C)C)C(C)C, Cl, Cl, CN(C)C=O, O, O, On1nnc2ccccc21. Yields the product COC(=O)CCNC(=O)c1ccc(C(Sc2cc(C)c(-c3ccc(C(F)(F)F)cc3)c(C)c2)C(C)C)s1. As a reaction SMILES: [CH3:1][c:2]1[c:3](-[c:22]2[cH:23][cH:24][c:25]([C:28]([F:29])([F:30])[F:31])[cH:26][cH:27]2)[c:4]([CH3:21])[cH:5][c:6]([S:8][CH:9]([CH:10]([CH3:11])[CH3:12])[c:13]2[cH:14][cH:15][c:16]([C:18](=[O:19])[OH:20])[s:17]2)[cH:7]1.[CH3:33][O:34][C:35]([CH2:36][CH2:37][NH2:38])=[O:39].[CH3:61][N:62]([CH3:63])[CH2:64][CH2:65][CH2:66][N:67]=[C:68]=[N:69][CH2:70][CH3:71].[CH:51]([N:52]([CH2:53][CH3:54])[CH:55]([CH3:56])[CH3:57])([CH3:58])[CH3:59].[ClH:32].[ClH:60].[O:72]=[CH:73][N:74]([CH3:75])[CH3:76].[OH2:40].[OH2:77].[OH:41][n:42]1[c:43]2[cH:44][cH:45][cH:46][cH:47][c:48]2[n:49][n:50]1>>[CH3:1][c:2]1[c:3](-[c:22]2[cH:23][cH:24][c:25]([C:28]([F:29])([F:30])[F:31])[cH:26][cH:27]2)[c:4]([CH3:21])[cH:5][c:6]([S:8][CH:9]([CH:10]([CH3:11])[CH3:12])[c:13]2[cH:14][cH:15][c:16]([C:18](=[O:20])[NH:38][CH2:37][CH2:36][C:35]([O:34][CH3:33])=[O:39])[s:17]2)[cH:7]1. Procedure: A suspension of 8 (3.20 g, 6.79 mmol) in SOCl2 (60 mL) containing DMF (2 drops) was heated under reflux for 1 h. Evaporation of the solvent under reduced pressure, followed by azeotroping in with benzene gave the crude acid chloride, which was dissolved in dry Me2CO (80 mL) and treated at 0° C. with 2-aminoethanol (1.24 g, 20.3 mmol). After stirring at 0° C. for 5 min, the mixture was acidified to pH 2-3 with 0.2 N HCl, concentrated to half volume, and then solid NaBr was added. The mixture was ... Yield: 82.2%. Run at temperature 0 celsius, time 5 minute. The solvent is O=S(Cl)Cl (SOCl2). The product is CS(=O)(=O)OCCN(C1=C(C=C(C(=C1)C(=O)NCCO)[N+](=O)[O-])[N+](=O)[O-])CCOS(=O)(=O)C (2-(5-{[(2-hydroxyethyl)amino]carbonyl} {2-[(methylsulfonyl)oxy]ethyl}-2,4-dinitroanilino)ethyl methanesulfonate). The reagents and catalysts are CN(C)C=O (DMF). Starting materials: NCCO (2-aminoethanol), CS(=O)(=O)OCCN(C=1C(=CC(=C(C(=O)O)C1)[N+](=O)[O-])[N+](=O)[O-])CCOS(=O)(=O)C (5-(bis{2-[(methylsulfonyl)oxy]ethyl}amino)-2,4-dinitrobenzoic acid), Cl (HCl). Reaction SMILES: [CH3:1][S:2]([O:5][CH2:6][CH2:7][N:8]([CH2:24][CH2:25][O:26][S:27]([CH3:30])(=[O:29])=[O:28])[C:9]1[C:10]([N+:21]([O-:23])=[O:22])=[CH:11][C:12]([N+:18]([O-:20])=[O:19])=[C:13]([CH:17]=1)[C:14]([OH:16])=O)(=[O:4])=[O:3].[NH2:31][CH2:32][CH2:33][OH:34].Cl>O=S(Cl)Cl.CN(C=O)C>[CH3:1][S:2]([O:5][CH2:6][CH2:7][N:8]([CH2:24][CH2:25][O:26][S:27]([CH3:30])(=[O:28])=[O:29])[C:9]1[CH:17]=[C:13]([C:14]([NH:31][CH2:32][CH2:33][OH:34])=[O:16])[C:12]([N+:18]([O-:20])=[O:19])=[CH:11][C:10]=1[N+:21]([O-:23])=[O:22])(=[O:3])=[O:4].